Dataset: the Open Reaction Database (ORD), a public repository of structured organic reaction records. Task: describe an organic reaction: reactants, conditions, products, and yield Starting materials: COC1=C(C=CC(=C1)C(=O)N)C1=NC2=NC=NC=C2N1 (8-(2'-Methoxy-4'-aminocarbonyl-phenyl)-purine), C(C)O (ethanol). Yields the product COC1=C(C=CC(=C1)C(=O)OCC)C1=NC2=NC=NC=C2N1 (8-(2'-Methoxy-4'-ethoxycarbonyl-phenyl)-purine). As a reaction SMILES: [CH3:1][O:2][C:3]1[CH:8]=[C:7]([C:9](N)=[O:10])[CH:6]=[CH:5][C:4]=1[C:12]1[NH:20][C:19]2[C:14](=[N:15][CH:16]=[N:17][CH:18]=2)[N:13]=1.[CH2:21]([OH:23])[CH3:22]>>[CH3:1][O:2][C:3]1[CH:8]=[C:7]([C:9]([O:23][CH2:21][CH3:22])=[O:10])[CH:6]=[CH:5][C:4]=1[C:12]1[NH:20][C:19]2[C:14](=[N:15][CH:16]=[N:17][CH:18]=2)[N:13]=1. Procedure: A quantity of 0.42 gm of 8-(2'-methoxy-4'-chlorocarbonyl-phenyl)-purine hydrochloride (see Example 43) was refluxed in 30 ml of ethanol for 45 minutes. The solvent was evaporated off, and the residue was purified over a silica gel column [eluant: methylene chloride/ethanol (50:1 to 19:1)]. Starting materials: CC1=NC2=C(C=CC=C2C(=C1CCCl)Cl)OC (2-Methyl-3-(2-chloroethyl)-4-chloro-8-methoxyquinoline), Cl.CC1=C(N)C=CC=C1 (o-methylaniline hydrochloride). The solvent is C(CCC)O (1-butanol). Yields the product N (ammonia), CC1=C(C=CC=C1)N1CCC=2C(=NC=3C(=CC=CC3C21)OC)C (1-(2-methylphenyl)-4-methyl-6-methoxy-2,3-dihydropyrrolo[3,2-c]quinoline). Yield: 2.0%. RXN SMILES: [CH3:1][C:2]1[C:11]([CH2:12][CH2:13]Cl)=[C:10](Cl)[C:9]2[C:4](=[C:5]([O:16][CH3:17])[CH:6]=[CH:7][CH:8]=2)[N:3]=1.Cl.[CH3:19][C:20]1[CH:26]=[CH:25][CH:24]=[CH:23][C:21]=1[NH2:22]>C(O)CCC>[NH3:3].[CH3:19][C:20]1[CH:26]=[CH:25][CH:24]=[CH:23][C:21]=1[N:22]1[C:10]2[C:9]3[CH:8]=[CH:7][CH:6]=[C:5]([O:16][CH3:17])[C:4]=3[N:3]=[C:2]([CH3:1])[C:11]=2[CH2:12][CH2:13]1 |f:1.2|. Reported procedure: 2-Methyl-3-(2-chloroethyl)-4-chloro-8-methoxyquinoline (54 g, 0.2 mol), o-methylaniline hydrochloride (28.7 g, 0.2 mol) and 1-butanol (500 ml) were heated to 17° C. in a pressure vessel for 10 hours, then the solvent evaporated. Conversion to free base and chromatography (silica gel, 2% methanolic ammonia in dichloromethane) gave 1-(2-methylphenyl)-4-methyl-6-methoxy-2,3-dihydropyrrolo[3,2-c]quinoline in the early fractions. Later fractions were recrystallised from ethyl acetate to yield 1-(2-me... Reactants: O1CCC=2C(=NC=CC21)CCC(=O)N (3-(2,3-dihydrofuro[3,2-c]pyridin-4-yl)propanamide), N1=CC=CC=C1 (pyridine), FC(C(=O)OC(C(F)(F)F)=O)(F)F (trifluoroacetic anhydride). Solvent: ClCCl (dichloromethane), C(O)([O-])=O.[Na+] (sodium hydrogen carbonate). Conditions: time 13 minute. Product: O1CCC=2C(=NC=CC21)CCC#N (3-(2,3-dihydrofuro[3,2-c]pyridin-4-yl)propanenitrile). The yield is 33.5%. RXN SMILES: [O:1]1[C:9]2[CH:8]=[CH:7][N:6]=[C:5]([CH2:10][CH2:11][C:12]([NH2:14])=O)[C:4]=2[CH2:3][CH2:2]1.N1C=CC=CC=1.FC(F)(F)C(OC(=O)C(F)(F)F)=O>ClCCl.C(=O)([O-])O.[Na+]>[O:1]1[C:9]2[CH:8]=[CH:7][N:6]=[C:5]([CH2:10][CH2:11][C:12]#[N:14])[C:4]=2[CH2:3][CH2:2]1 |f:4.5|. Procedure details: To a solution of 3-(2,3-dihydrofuro[3,2-c]pyridin-4-yl)propanamide (435 mg, 2.26 mmol) in dichloromethane (10 mL) were added pyridine (384 μL, 4.75 mmol) and trifluoroacetic anhydride (384 μL, 2.72 mmol), and the mixture was stirred at room temperature for 13 min. The reaction solution was diluted with saturated aqueous sodium hydrogen carbonate solution, and the mixture was extracted with dichloromethane. The extract was dried over anhydrous magnesium sulfate. The solvent was evaporated under r... Starting materials: O1CCOCC1 (dioxane), C(C)O (ethanol), [OH-].[Na+] (NaOH), OC1=CC=C(C=C1)C1=C2C(=NN1CC(=O)OCC)C=1C=CC=C(C1C2=O)NC(=O)NN2CCOCC2 (ethyl 2-{3-(4-hydroxyphenyl)-5-[(morpholin-4-ylamino)carbonylamino]-4-oxoindeno[3,2-c]pyrazol-2-yl}acetate). Run in CS(=O)C (DMSO), CCOC(=O)C (EtOAc). Reaction conditions: time 1 hour. Product: OC1=CC=C(C=C1)C1=C2C(=NN1CC(=O)O)C=1C=CC=C(C1C2=O)NC(=O)NN2CCOCC2 (2-{3-(4-hydroxyphenyl)-5-[(morpholin-4-ylamino)carbonylamino]-4-oxoindeno[3,2-c]pyrazol-2-yl}acetic acid). RXN SMILES: [OH:1][C:2]1[CH:7]=[CH:6][C:5]([C:8]2[N:12]([CH2:13][C:14]([O:16]CC)=[O:15])[N:11]=[C:10]3[C:19]4[CH:20]=[CH:21][CH:22]=[C:23]([NH:27][C:28]([NH:30][N:31]5[CH2:36][CH2:35][O:34][CH2:33][CH2:32]5)=[O:29])[C:24]=4[C:25](=[O:26])[C:9]=23)=[CH:4][CH:3]=1.O1CCOCC1.C(O)C.[OH-].[Na+]>CCOC(C)=O.CS(C)=O>[OH:1][C:2]1[CH:7]=[CH:6][C:5]([C:8]2[N:12]([CH2:13][C:14]([OH:16])=[O:15])[N:11]=[C:10]3[C:19]4[CH:20]=[CH:21][CH:22]=[C:23]([NH:27][C:28]([NH:30][N:31]5[CH2:36][CH2:35][O:34][CH2:33][CH2:32]5)=[O:29])[C:24]=4[C:25](=[O:26])[C:9]=23)=[CH:4][CH:3]=1 |f:3.4|. Reported procedure: Compound 37 (1.2 g, 2.4 mmol) was dissolved in 60 ml 3:2:1; dioxane:ethanol:DMSO and 12 ml 0.5 N NaOH added and the reaction became red. The reaction mixture was stirred at room temperature for one hour, diluted with EtOAc and washed with 1N HCl. The aqueous layer was back extracted once with ethyl acetate and the combined organic layers dried over MgSO4 and concentrated to an orange solid. The solid was triturated with 10 ml MeOH/100 ml Et2O, filtered off and dried to a solid (1.1 g, 2.4 mmol, ... The reactants are Cl (hydrochloric acid), C(C)(=O)NC=1SC=C(N1)CCC1=CC=C(C=C1)CC(=O)O ({4-[2-(2-acetylamino-1,3-thiazol-4-yl)ethyl]phenyl}acetic acid), C(=O)C=1N=C(SC1)NC(C)=O (N-(4-formyl-1,3-thiazol-2-yl)acetamide). The solvent is C(C)(=O)O (acetic acid). Reaction conditions: temperature 107.5 celsius, time 12 hour. The product is COC(CC1=CC=C(C=C1)CCC=1N=C(SC1)N)=O (methyl{4-[2-(2-amino-1,3-thiazol-4-yl)ethyl]phenyl}acetate). Yield: 98.0%. As a reaction SMILES: C([NH:4][C:5]1[S:6][CH:7]=[C:8]([CH2:10][CH2:11][C:12]2[CH:17]=[CH:16][C:15]([CH2:18][C:19]([OH:21])=[O:20])=[CH:14][CH:13]=2)[N:9]=1)(=O)C.[CH:22](C1N=C(NC(=O)C)SC=1)=O.Cl>C(O)(=O)C>[CH3:22][O:21][C:19](=[O:20])[CH2:18][C:15]1[CH:14]=[CH:13][C:12]([CH2:11][CH2:10][C:8]2[N:9]=[C:5]([NH2:4])[S:6][CH:7]=2)=[CH:17][CH:16]=1. Procedure: To {4-[2-(2-acetylamino-1,3-thiazol-4-yl)ethyl]phenyl}acetic acid (6.00 g, 19.7 mmol) that was synthesized from N-(4-formyl-1,3-thiazol-2-yl)acetamide by Wittig reaction and hydrogenation reaction based on the method described in WO2006/28269 were added acetic acid (18 ml) and concentrated hydrochloric acid (24 ml), and the mixture was heated at 105-110° C. for 5 hrs. After cooling, the reaction mixture was concentrated to dryness. 5% Hydrogen chloride methanol solution (30 ml) was added to the ... Reactants: C[O-].[Na+] (NaOMe), COC(=O)C1=C(N(C(C(=C1)Br)=O)CC1CCCC1)CN(S(=O)(=O)C1=CC=C(C=C1)C)CC(=O)OC (5-Bromo-1-cyclopentylmethyl-2-{[methoxycarbonylmethyl-(toluene-4-sulfonyl)-amino]-methyl}-6-oxo-1,6-dihydro-pyridine-3-carboxylic acid methyl ester), Cl (HCl). The solvent is CO (MeOH). Run at time 16 hour. The product is COC(=O)C=1C(=C2C=C(C(N(C2=CN1)CC1CCCC1)=O)Br)O (3-Bromo-1-cyclopentylmethyl-5-hydroxy-2-oxo-1,2-dihydro-[1,7]naphthyridine-6-carboxylic acid methyl ester). Isolated yield 87.1%. RXN SMILES: C[O:2][C:3]([C:5]1[CH:10]=[C:9]([Br:11])[C:8](=[O:12])[N:7]([CH2:13][CH:14]2[CH2:18][CH2:17][CH2:16][CH2:15]2)[C:6]=1[CH2:19][N:20]([CH2:31][C:32]([O:34][CH3:35])=[O:33])S(C1C=CC(C)=CC=1)(=O)=O)=O.C[O-].[Na+].Cl>CO>[CH3:35][O:34][C:32]([C:31]1[C:3]([OH:2])=[C:5]2[C:6](=[CH:19][N:20]=1)[N:7]([CH2:13][CH:14]1[CH2:18][CH2:17][CH2:16][CH2:15]1)[C:8](=[O:12])[C:9]([Br:11])=[CH:10]2)=[O:33] |f:1.2|. Reported procedure: 5-Bromo-1-cyclopentylmethyl-2-{[methoxycarbonylmethyl-(toluene-4-sulfonyl)-amino]-methyl}-6-oxo-1,6-dihydro-pyridine-3-carboxylic acid methyl ester (2.76 g, 4.85 mmol) was dissolved in 90 mL of MeOH and placed in ice bath. NaOMe solution (3.3 mL, 14.6 mmol, 4.375 M in MeOH) was added and the mixture was stirred for 16 h at r.t. 1 M HCl was added to acidify the mixture, and the resulting suspension was extracted with CH2Cl2. The organic layer was dried over MgSO4 and concentrated. The crude produ... Reactants: O=C([O-])O, Cc1ccsc1, ClC(Cl)Cl, O=S(=O)(O)Cl, [Na+], O. Product: Cc1ccsc1S(=O)(=O)Cl. RXN SMILES: [C:16](=[O:17])([OH:18])[O-:19].[CH3:1][c:2]1[cH:3][s:4][cH:5][cH:6]1.[CH:12]([Cl:13])([Cl:14])[Cl:15].[Cl:7][S:8](=[O:9])(=[O:10])[OH:11].[Na+:20].[OH2:21]>>[CH3:1][c:2]1[c:3]([S:8]([Cl:7])(=[O:9])=[O:10])[s:4][cH:5][cH:6]1.